This data is from the Open Reaction Database (ORD), a public repository of structured organic reaction records. The task is: describe an organic reaction: reactants, conditions, products, and yield Starting materials: [Al+3], CC(C)C1COCC(=O)N1, [H-], [H-], [H-], [H-], [Li+], C1CCOC1. Product: CC(C)C1COCCN1. As a reaction SMILES: [Al+3:2].[CH:7]([CH3:8])([CH3:9])[CH:10]1[NH:11][C:12](=[O:16])[CH2:13][O:14][CH2:15]1.[H-:1].[H-:4].[H-:5].[H-:6].[Li+:3].[O:17]1[CH2:18][CH2:19][CH2:20][CH2:21]1>>[CH:7]([CH3:8])([CH3:9])[CH:10]1[NH:11][CH2:12][CH2:13][O:14][CH2:15]1. The reactants are ClC1=C(C(=CC=C1)Cl)C1=NN(C(=N1)C=1SC=CC1)C (3-(2,6-dichlorophenyl)-5-(thien-2-yl)-1-methyl-[1,2,4]triazole), BrBr (bromine), C([O-])(O)=O.[Na+] (sodium bicarbonate). Run in C(C)(=O)O (acetic acid). Reaction conditions: time 8 hour. The product is ClC1=C(C(=CC=C1)Cl)C1=NN(C(=N1)C=1SC(=CC1)Br)C (3-(2,6-dichlorophenyl)-5-(5-bromothien-2-yl)-1-methyl[1,2,4]triazole). Reaction SMILES: [Cl:1][C:2]1[CH:7]=[CH:6][CH:5]=[C:4]([Cl:8])[C:3]=1[C:9]1[N:13]=[C:12]([C:14]2[S:15][CH:16]=[CH:17][CH:18]=2)[N:11]([CH3:19])[N:10]=1.[Br:20]Br.C(=O)(O)[O-].[Na+]>C(O)(=O)C>[Cl:8][C:4]1[CH:5]=[CH:6][CH:7]=[C:2]([Cl:1])[C:3]=1[C:9]1[N:13]=[C:12]([C:14]2[S:15][C:16]([Br:20])=[CH:17][CH:18]=2)[N:11]([CH3:19])[N:10]=1 |f:2.3|. Procedure details: 3-(2,6-dichlorophenyl)-5-(thien-2-yl)-1-methyl-[1,2,4]triazole (75 mg, 0.242 mmol) and bromine (39 mg, 0.242 mmol) were combined in glacial acetic acid (3 mL) and the mixture was stirred overnight at room temperature, then heated to 95° C. for five hours. The reaction mixture was poured into a saturated sodium bicarbonate solution, extracted with ether, and dried over magnesium sulfate. Chromatography (SiO2, 25% Hex-CH2Cl2) delivered the title product as a waxy white solid. MP 130-132° C.